Dataset: the Open Reaction Database (ORD), a public repository of structured organic reaction records. Task: describe an organic reaction: reactants, conditions, products, and yield Reactants: O=C([O-])[O-], O=C1C=CCC1, C1CCOC1, [Cl-], [Cs+], [Cs+], [NH4+], O=S(=O)(Cc1nnc(C(F)(F)F)o1)c1ccccc1. Product: O=C1CCC(C(c2nnc(C(F)(F)F)o2)S(=O)(=O)c2ccccc2)C1. RXN SMILES: [C:1](=[O:2])([O-:3])[O-:4].[C:26]1(=[O:31])[CH:27]=[CH:28][CH2:29][CH2:30]1.[CH2:32]1[O:33][CH2:34][CH2:35][CH2:36]1.[Cl-:37].[Cs+:5].[Cs+:6].[NH4+:38].[c:7]1([S:13](=[O:14])(=[O:15])[CH2:16][c:17]2[o:18][c:19]([C:22]([F:23])([F:24])[F:25])[n:20][n:21]2)[cH:8][cH:9][cH:10][cH:11][cH:12]1>>[c:7]1([S:13](=[O:14])(=[O:15])[CH:16]([c:17]2[o:18][c:19]([C:22]([F:23])([F:24])[F:25])[n:20][n:21]2)[CH:28]2[CH2:27][C:26](=[O:31])[CH2:30][CH2:29]2)[cH:8][cH:9][cH:10][cH:11][cH:12]1. Reactants: C(CCC)[Li] (n-butyllithium), ice water, Cl (hydrochloric acid), BrC=1C=CC=C2C=CC=NC12 (8-bromoquinoline), CC=1C(CC(C1C)C)=O (2,3,4-trimethylcyclopent-2-enone), N (ammonia). The solvent is O1CCCC1 (tetrahydrofuran). Run at temperature -80 celsius, time 15 minute. The product is CC1=C(CC(=C1C)C)C=1C=CC=C2C=CC=NC12 (2,3,4-trimethyl-1-(8-quinolyl)cyclopentadiene). Yield: 42.8%. Reaction SMILES: Br[C:2]1[CH:3]=[CH:4][CH:5]=[C:6]2[C:11]=1[N:10]=[CH:9][CH:8]=[CH:7]2.C([Li])CCC.[CH3:17][C:18]1[C:19](=O)[CH2:20][CH:21]([CH3:24])[C:22]=1[CH3:23].Cl.N>O1CCCC1>[CH3:17][C:18]1[C:22]([CH3:23])=[C:21]([CH3:24])[CH2:20][C:19]=1[C:2]1[CH:3]=[CH:4][CH:5]=[C:6]2[C:11]=1[N:10]=[CH:9][CH:8]=[CH:7]2. Procedure details: A solution of 8.3 g (40 mmol) of 8-bromoquinoline in 100 ml of tetrahydrofuran was cooled to −80° C. and 16 ml of n-butyllithium (2.5 M in hexane, 40 mmol) were subsequently added dropwise. After the addition was complete, the mixture was stirred for a further 15 minutes at −80° C. and 4.96 g (40 mmol) of 2,3,4-trimethylcyclopent-2-enone were then added. The mixture was allowed to come to room temperature and was then refluxed for 30 minutes. After cooling to room temperature, the reaction mixtu... Starting materials: (+)-(4aR)-(10bR)-4-methyl-10b-methyl-1,2,3,4,4a,5,6,10b-octahydrobenzo[f]quinolin-3-one 8-boronic acid, tetrakis (triphenylphosphine)palladium (0), ClC=1OC2=C(N1)C=CC=C2 (2-chlorobenzoxazole), C([O-])([O-])=O.[Na+].[Na+] (sodium carbonate), C1CCOC1 (THF). Reagents/catalysts: [Pd] (palladium). The solvent is C(Cl)(Cl)Cl (chloroform). The product is CN1C(CC[C@@]2(C3=C(CC[C@@H]12)C=C(C=C3)C=3OC1=C(N3)C=CC=C1)C)=O ((+)-(4aR)-(10bR)-4-methyl-8-(2-benzoxazolyl)-10b-methyl-1,2,3,4,4a,5,6,10b-octahydrobenzo[f]quinolin-3-one). Isolated yield 20.0%. RXN SMILES: Cl[C:2]1[O:3][C:4]2[CH:10]=[CH:9][CH:8]=[CH:7][C:5]=2[N:6]=1.[C:11](=[O:14])([O-])[O-].[Na+].[Na+].[CH2:17]1[CH2:21]O[CH2:19][CH2:18]1>C(Cl)(Cl)Cl.[Pd]>[CH3:2][N:6]1[C@H:5]2[C@@:17]([CH3:21])([C:17]3[CH:21]=[CH:9][C:8]([C:2]4[O:3][C:4]5[CH:10]=[CH:9][CH:8]=[CH:7][C:5]=5[N:6]=4)=[CH:7][C:18]=3[CH2:19][CH2:4]2)[CH2:18][CH2:19][C:11]1=[O:14] |f:1.2.3|. Reported procedure: A 15 mL round bottom flask was charged with (+)-(4aR)-(10bR)-4-methyl-10b-methyl-1,2,3,4,4a,5,6,10b-octahydrobenzo[f]quinolin-3-one-8-boronic acid (178 mg, 0.65 mmol), tetrakis (triphenylphosphine)palladium (0) (23 mg, 0.02 mmol), 2-chlorobenzoxazole (110 mg, 0.65 mmol), 0.65 mL of 2M sodium carbonate solution and 2 mL of THF, fitted with a reflux condenser, and the stirred mixture was heated at 80°, under nitrogen, for 18 h. Additional palladium reagent (23 mg) was added, and the mixture was he... Starting materials: FC(F)(F)c1cc(Br)ccc1Cl, [Li]CCCC, c1ccc(COC2CCC3OC3C2)cc1, C1CCOC1, [Cl-], [NH4+]. The product is OC1CCC(OCc2ccccc2)CC1c1ccc(Cl)c(C(F)(F)F)c1. As a reaction SMILES: [Br:1][c:2]1[cH:3][cH:4][c:5]([Cl:12])[c:6]([C:8]([F:9])([F:10])[F:11])[cH:7]1.[CH2:13]([Li:14])[CH2:15][CH2:16][CH3:17].[CH2:18]([c:19]1[cH:20][cH:21][cH:22][cH:23][cH:24]1)[O:25][CH:26]1[CH2:27][CH:28]2[O:29][CH:30]2[CH2:31][CH2:32]1.[CH2:35]1[O:36][CH2:37][CH2:38][CH2:39]1.[Cl-:33].[NH4+:34]>>[c:2]1([CH:28]2[CH2:27][CH:26]([O:25][CH2:18][c:19]3[cH:20][cH:21][cH:22][cH:23][cH:24]3)[CH2:32][CH2:31][CH:30]2[OH:29])[cH:3][cH:4][c:5]([Cl:12])[c:6]([C:8]([F:9])([F:10])[F:11])[cH:7]1. Product: ClC=1C=C(C=CC1OCCCN1[C@@H](CCC1)C)C1=C2CCCC2=NC2=CC=NN12 (8-{3-Chloro-4-[3-(2-(R)-methyl-pyrrolidin-1-yl)-propoxy]-phenyl}-6,7-dihydro-5H-1,4,8a-triaza-s-indacene). Reactants: CC1N(CCC1)CCCOC1=CC=C(C=C1)C=1N2N=CC=C2N=C2C1CCCCC2 (10-{4-[3-(2-Methyl-pyrrolidin-1-yl)-propoxy]-phenyl}-6,7,8,9-tetrahydro-5H-1,4,10a-triaza-cyclohepta[f]indene), ClC=1C=C(C=CC1OCCCCl)C1=C2CCCC2=NC2=CC=NN12 (8-[(3-chloro)-4-(3-chloro-propoxy)-phenyl]-6,7-dihydro-5H-1,4,8a-triaza-s-indacene), C[C@H]1NCCC1 (2-(R)-methyl-pyrrolidine). RXN SMILES: [CH3:1][CH:2]1[CH2:6][CH2:5][CH2:4][N:3]1[CH2:7][CH2:8][CH2:9][O:10][C:11]1[CH:16]=[CH:15][C:14]([C:17]2[N:18]3[C:22]([N:23]=[C:24]4[CH2:30][CH2:29][CH2:28]CC[C:25]=24)=[CH:21][CH:20]=[N:19]3)=[CH:13][CH:12]=1.[Cl:31]C1C=C(C2N3C(=CC=N3)N=C3C=2CCC3)C=CC=1OCCCCl.C[C@@H]1CCCN1>>[Cl:31][C:12]1[CH:13]=[C:14]([C:17]2[N:18]3[C:22](=[CH:21][CH:20]=[N:19]3)[N:23]=[C:24]3[C:25]=2[CH2:28][CH2:29][CH2:30]3)[CH:15]=[CH:16][C:11]=1[O:10][CH2:9][CH2:8][CH2:7][N:3]1[CH2:4][CH2:5][CH2:6][C@H:2]1[CH3:1]. Procedure: Using the method described for the preparation of 10-{4-[3-(2-Methyl-pyrrolidin-1-yl)-propoxy]-phenyl}-6,7,8,9-tetrahydro-5H-1,4,10a-triaza-cyclohepta[f]indene, the reaction of 8-[(3-chloro)-4-(3-chloro-propoxy)-phenyl]-6,7-dihydro-5H-1,4,8a-triaza-s-indacene and 2-(R)-methyl-pyrrolidine provided the title compound.